This data is from the Open Reaction Database (ORD), a public repository of structured organic reaction records. The task is: describe an organic reaction: reactants, conditions, products, and yield Reactants: BrC1C(C=2NC3=CC=C(C(=C3C2CC1)Cl)Cl)=O (2-Bromo-5,6-dichloro-2,3,4,9-tetrahydro-1H-carbazol-1-one), Li2CO3, ice water, [Li+].[Br-] (LiBr). The solvent is CN(C)C=O (DMF). Conditions: temperature 150 celsius. Product: ClC1=C2C=3C=CC=C(C3NC2=CC=C1Cl)O (5,6-Dichloro-9H-carbazol-1-ol), solid. The yield is 40.0%. Reaction SMILES: Br[CH:2]1[CH2:14][CH2:13][C:12]2[C:11]3[C:6](=[CH:7][CH:8]=[C:9]([Cl:16])[C:10]=3[Cl:15])[NH:5][C:4]=2[C:3]1=[O:17].[Li+].[Br-]>CN(C=O)C>[Cl:15][C:10]1[C:9]([Cl:16])=[CH:8][CH:7]=[C:6]2[C:11]=1[C:12]1[CH:13]=[CH:14][CH:2]=[C:3]([OH:17])[C:4]=1[NH:5]2 |f:1.2|. Procedure: 2-Bromo-5,6-dichloro-2,3,4,9-tetrahydro-1H-carbazol-1-one (0.1 g, 0.33 mmol) was dissolved in anhydrous DMF (4 mL) and LiBr (0.031 g, 0.35 mmol) followed by Li2CO3 (26 mg, 0.35 mmol) were added. The reaction mixture was heated to 150° C. for 30 min, then cooled to room temperature, poured into ice water and extracted with EtOAc (3×20 mL). The combined organic extracts were concentrated in vacuo to obtain the crude compound which was purified by column chromatography [EtOAc-hexane (1:9) as eluant... Conditions: time 17.5 minute. Reactants: [BH4-].[Na+] (NaBH4), CC(CCC#N)(C=O)C (4,4-dimethyl-5-oxovaleronitrile), ClCCl.C(C)(=O)OCC (ethyl acetate dichloromethane). RXN SMILES: [CH3:1][C:2]([CH3:9])([CH:7]=[O:8])[CH2:3][CH2:4][C:5]#[N:6].[BH4-].[Na+].ClCCl.C(OCC)(=O)C>CO.OP(O)(O)=O.O=[Mo](=O)=O.O=[Mo](=O)=O.O=[Mo](=O)=O.O=[Mo](=O)=O.O=[Mo](=O)=O.O=[Mo](=O)=O.O=[Mo](=O)=O.O=[Mo](=O)=O.O=[Mo](=O)=O.O=[Mo](=O)=O.O=[Mo](=O)=O.O=[Mo](=O)=O>[CH3:1][C:2]([CH3:9])([CH2:7][OH:8])[CH2:3][CH2:4][C:5]#[N:6] |f:1.2,3.4,6.7.8.9.10.11.12.13.14.15.16.17.18|. Reported procedure: To a solution of 47 g (0.376 mmol) of 4,4-dimethyl-5-oxovaleronitrile in 350 mL of methanol, cooled to 0° C. (ice bath), was added, with vigorous stirring and over 15-20 min., 7.9 g (0.209 mmol; 2.22 hydride equiv.) of NaBH4. After the addition was completed, the solution was stirred an additional 30 min. at 0° C. before removing the solvent in vacuo (aspirator). To the residue was added CH2Cl2 followed by careful addition of H2O, and finally 1.2N HCl until pH=1-2 was obtained. The layers were s... Reagents/catalysts: OP(=O)(O)O.O=[Mo](=O)=O.O=[Mo](=O)=O.O=[Mo](=O)=O.O=[Mo](=O)=O.O=[Mo](=O)=O.O=[Mo](=O)=O.O=[Mo](=O)=O.O=[Mo](=O)=O.O=[Mo](=O)=O.O=[Mo](=O)=O.O=[Mo](=O)=O.O=[Mo](=O)=O (molybdophosphoric acid). Product: CC(CCC#N)(CO)C (4,4-Dimethyl-5-hydroxyvaleronitrile). The solvent is CO (methanol).